From a dataset of the Open Reaction Database (ORD), a public repository of structured organic reaction records. describe an organic reaction: reactants, conditions, products, and yield Procedure: A mixture of 0.356 g. of 7-acetoacetamido-3-acetoxymethyl-3-cephem-4-carboxylic acid, 0.84 g. of sodium hydrogen carbonate, 0.156 g. of 6-methyl-1-oxidopyridazine-3-thiol and 20 ml. of a phosphate buffer of pH 6.4 is heated at 60° C for 7.5 hours. After cooling, the reaction mixture is washed with ethyl acetate, brought to pH 2 with 50 % phosphoric acid, saturated with sodium chloride and extracted with ethyl acetate. The ethyl acetate layer is dried over magnesium sulfate and concentrated under... The product is C(CC(=O)C)(=O)NC1[C@@H]2N(C(=C(CS2)CSC=2N=[N+](C(=CC2)C)[O-])C(=O)O)C1=O (7-acetoacetamido-3-(6-methyl-1-oxidopyridazin-3-yl)thiomethyl-3-cephem-4-carboxylic acid). Reaction SMILES: [C:1]([NH:7][CH:8]1[C:23](=[O:24])[N:10]2[C:11]([C:20]([OH:22])=[O:21])=[C:12]([CH2:15]OC(=O)C)[CH2:13][S:14][C@H:9]12)(=[O:6])[CH2:2][C:3]([CH3:5])=[O:4].C(=O)([O-])O.[Na+].[CH3:30][C:31]1[N+:36]([O-:37])=[N:35][C:34]([SH:38])=[CH:33][CH:32]=1.P([O-])([O-])([O-])=O>>[C:1]([NH:7][CH:8]1[C:23](=[O:24])[N:10]2[C:11]([C:20]([OH:22])=[O:21])=[C:12]([CH2:15][S:38][C:34]3[N:35]=[N+:36]([O-:37])[C:31]([CH3:30])=[CH:32][CH:33]=3)[CH2:13][S:14][C@H:9]12)(=[O:6])[CH2:2][C:3]([CH3:5])=[O:4] |f:1.2|. The reactants are C(CC(=O)C)(=O)NC1[C@@H]2N(C(=C(CS2)COC(C)=O)C(=O)O)C1=O (7-acetoacetamido-3-acetoxymethyl-3-cephem-4-carboxylic acid), P(=O)([O-])([O-])[O-] (phosphate), C(O)([O-])=O.[Na+] (sodium hydrogen carbonate), CC1=CC=C(N=[N+]1[O-])S (6-methyl-1-oxidopyridazine-3-thiol). The reactants are [OH-].[Na+] (sodium hydroxide), O1CCCC1 (tetrahydrofuran), C(C)OC(=O)C=1OC2=C(C1)C=C(C=C2)OCC2=CC=CC=C2 (5-benzyloxy-benzofuran-2-carboxylic acid ethyl ester), [H-].[Al+3].[Li+].[H-].[H-].[H-] (lithium aluminum hydride). Solvent: O (water), O (water). Conditions: time 3 hour. The product is C(C1=CC=CC=C1)OC=1C=CC2=C(C=C(O2)CO)C1 ((5-Benzyloxy-benzofuran-2-yl)-methanol). Isolated yield 73.5%. RXN SMILES: O1CCCC1.C([O:8][C:9]([C:11]1[O:12][C:13]2[CH:19]=[CH:18][C:17]([O:20][CH2:21][C:22]3[CH:27]=[CH:26][CH:25]=[CH:24][CH:23]=3)=[CH:16][C:14]=2[CH:15]=1)=O)C.[H-].[Al+3].[Li+].[H-].[H-].[H-].[OH-].[Na+]>O>[CH2:21]([O:20][C:17]1[CH:18]=[CH:19][C:13]2[O:12][C:11]([CH2:9][OH:8])=[CH:15][C:14]=2[CH:16]=1)[C:22]1[CH:23]=[CH:24][CH:25]=[CH:26][CH:27]=1 |f:2.3.4.5.6.7,8.9|. Reported procedure: To a tetrahydrofuran (20 mL) solution of 5-benzyloxy-benzofuran-2-carboxylic acid ethyl ester (890 mg, 3.00 mmol) described in Production Example 7-1-3 was added lithium aluminum hydride (342 mg, 9.00 mmol) at 0° C., which was stirred at room temperature for 3 hours. To the reaction solution were added water (342 μL), 5 N aqueous sodium hydroxide solution (342 μL) and water (1.03 mL) at 0° C. followed by filtering through Celite. The filtrate was concentrated under a reduced pressure and the res... Reactants: FC(C=1C=C(CNC(C2=CC(=NC=C2)C2=C(C=CC(=C2)N2CCCC2)[N+](=O)[O-])=O)C=CC1)(F)F (N-(3-(trifluoromethyl)benzyl)-2-(2-nitro-5-(pyrrolidin-1-yl)phenyl)isonicotinamide). The reagents and catalysts are [Pd] (Pd/C). Solvent: CO (methanol). Run at time 3.5 hour. Yields the product FC(C=1C=C(CNC(C2=CC(=NC=C2)C2=C(C=CC(=C2)N2CCCC2)N)=O)C=CC1)(F)F (N-(3-(trifluoromethyl)benzyl)-2-(2-amino-5-(pyrrolidin-1-yl)phenyl)-isonicotinamide). RXN SMILES: [F:1][C:2]([F:34])([F:33])[C:3]1[CH:4]=[C:5]([CH:30]=[CH:31][CH:32]=1)[CH2:6][NH:7][C:8](=[O:29])[C:9]1[CH:14]=[CH:13][N:12]=[C:11]([C:15]2[CH:20]=[C:19]([N:21]3[CH2:25][CH2:24][CH2:23][CH2:22]3)[CH:18]=[CH:17][C:16]=2[N+:26]([O-])=O)[CH:10]=1>CO.[Pd]>[F:34][C:2]([F:1])([F:33])[C:3]1[CH:4]=[C:5]([CH:30]=[CH:31][CH:32]=1)[CH2:6][NH:7][C:8](=[O:29])[C:9]1[CH:14]=[CH:13][N:12]=[C:11]([C:15]2[CH:20]=[C:19]([N:21]3[CH2:25][CH2:24][CH2:23][CH2:22]3)[CH:18]=[CH:17][C:16]=2[NH2:26])[CH:10]=1. Procedure: Into a 50-mL round bottom flask, was placed a solution of N-(3-(trifluoromethyl)benzyl)-2-(2-nitro-5-(pyrrolidin-1-yl)phenyl)isonicotinamide (400 mg, 0.85 mmol, 1.00 equiv) in methanol (20 mL). The solution was treated with Pd/C (400 mg) and stirred under an atmosphere of hydrogen for 3.5 h at room temperature. The solids were filtered out. The resulting mixture was concentrated under vacuum. The product was obtained as 300 mg (80%) of a yellow to green solid. Product: ClCCCOC1=C(C(=NC=C1)CO)C ([4-(3-Chloropropoxy)-3-methylpyridin-2-yl]methanol). Procedure details: A solution of 2.7 g (10.4 mmol) of the oil from stage b) in 25 ml of methanol is treated with 1.5 g (20.8 mmol) of potassium carbonate and stirred at room temperature for 4 h. The salts are then filtered off and the filtrate is concentrated. The residue is purified by chromatography on silica gel (eluent: ethyl acetate/methanol/ammonia=19:1:0.4). 1.3 g (57%) of the title compound are isolated as a colorless oil which partially crystallizes after standing for a relatively long time. This product ... Yield: 58.0%. Reaction conditions: time 4 hour. Starting materials: C(C)(=O)OCC1=NC=CC(=C1C)OCCCCl (4-(3-Chloropropoxy)-3-methylpyridin-2-ylmethyl acetate), C([O-])([O-])=O.[K+].[K+] (potassium carbonate). Run in CO (methanol). As a reaction SMILES: C([O:4][CH2:5][C:6]1[C:11]([CH3:12])=[C:10]([O:13][CH2:14][CH2:15][CH2:16][Cl:17])[CH:9]=[CH:8][N:7]=1)(=O)C.C(=O)([O-])[O-].[K+].[K+]>CO>[Cl:17][CH2:16][CH2:15][CH2:14][O:13][C:10]1[CH:9]=[CH:8][N:7]=[C:6]([CH2:5][OH:4])[C:11]=1[CH3:12] |f:1.2.3|. The reactants are 14.8, COCC1(CCN(CC1)CCC1=CC=C(C=C1)[N+](=O)[O-])N(C(CC)=O)C1=CC=CC=C1 (N-{4-(methoxymethyl)-1-[2-(4-nitrophenyl)ethyl]-4-piperidinyl}-N-phenylpropanamide), [H][H] (hydrogen). The reagents and catalysts are [Ni] (Raney-nickel). Run in CO (methanol). The product is NC1=CC=C(C=C1)CCN1CCC(CC1)(COC)N(C(CC)=O)C1=CC=CC=C1 (N-{1-[2-(4-aminophenyl)ethyl]-4-(methoxymethyl)-4-piperidinyl}-N-phenylpropanamide). Reaction SMILES: [CH3:1][O:2][CH2:3][C:4]1([N:21]([C:26]2[CH:31]=[CH:30][CH:29]=[CH:28][CH:27]=2)[C:22](=[O:25])[CH2:23][CH3:24])[CH2:9][CH2:8][N:7]([CH2:10][CH2:11][C:12]2[CH:17]=[CH:16][C:15]([N+:18]([O-])=O)=[CH:14][CH:13]=2)[CH2:6][CH2:5]1.[H][H]>[Ni].CO>[NH2:18][C:15]1[CH:16]=[CH:17][C:12]([CH2:11][CH2:10][N:7]2[CH2:6][CH2:5][C:4]([N:21]([C:26]3[CH:27]=[CH:28][CH:29]=[CH:30][CH:31]=3)[C:22](=[O:25])[CH2:23][CH3:24])([CH2:3][O:2][CH3:1])[CH2:9][CH2:8]2)=[CH:13][CH:14]=1. Procedure details: A mixture of 14.8 parts of N-{4-(methoxymethyl)-1-[2-(4-nitrophenyl)ethyl]-4-piperidinyl}-N-phenylpropanamide and 200 parts of methanol is hydrogenated at normal pressure and at room temperature with 3 parts of Raney-nickel catalyst. After the calculated amount of hydrogen is taken up, the catalyst is filtered off and the filtrate is evaporated. The oily residue is purified by column-chromatography over silica gel using a mixture of trichloromethane and 5% of methanol as eluent. The pure fractio...